Dataset: the Open Reaction Database (ORD), a public repository of structured organic reaction records. Task: describe an organic reaction: reactants, conditions, products, and yield The reactants are BrC=1C=C2C(=NC1)NC=C2C2=CC=C(C=C2)O (4-(5-bromo-1H-pyrrolo[2,3-b]pyridine-3-yl)-phenol), C1(=CC=C(C=C1)S(=O)(=O)Cl)C (para-toluenesulfonyl chloride), aqueous solution, [OH-].[K+] (KOH), aqueous solution, [OH-].C(CCC)[N+](CCCC)(CCCC)CCCC (tetra-n-butylammonium hydroxide). Solvent: C1(=CC=CC=C1)C (toluene), saturated aqueous solution, [Br-].[Na+] (sodium bromide). Run at time 6 hour. Product: BrC=1C=C2C(=NC1)N(C=C2C2=CC=C(C=C2)OS(=O)(=O)C2=CC=C(C=C2)C)S(=O)(=O)C2=CC=C(C=C2)C (toluene-4-sulfonic acid 4-[5-bromo-1-(toluene-4-sulfonyl)-1H-pyrrolo[2,3-b]pyridine-3-yl]-phenyl ester). The yield is 55.0%. RXN SMILES: [Br:1][C:2]1[CH:3]=[C:4]2[C:10]([C:11]3[CH:16]=[CH:15][C:14]([OH:17])=[CH:13][CH:12]=3)=[CH:9][NH:8][C:5]2=[N:6][CH:7]=1.[C:18]1([CH3:28])[CH:23]=[CH:22][C:21]([S:24](Cl)(=[O:26])=[O:25])=[CH:20][CH:19]=1.[OH-:29].[K+].[OH-:31].C([N+]([CH2:45][CH2:46][CH2:47][CH3:48])(CCCC)CCCC)CCC>C1(C)C=CC=CC=1.[Br-].[Na+]>[Br:1][C:2]1[CH:3]=[C:4]2[C:10]([C:11]3[CH:16]=[CH:15][C:14]([O:17][S:24]([C:21]4[CH:22]=[CH:23][C:18]([CH3:28])=[CH:19][CH:20]=4)(=[O:26])=[O:25])=[CH:13][CH:12]=3)=[CH:9][N:8]([S:24]([C:21]3[CH:45]=[CH:46][C:47]([CH3:48])=[CH:19][CH:20]=3)(=[O:31])=[O:29])[C:5]2=[N:6][CH:7]=1 |f:2.3,4.5,7.8|. Procedure: 2.82 g (9.75 mmol) of 4-(5-bromo-1H-pyrrolo[2,3-b]pyridine-3-yl)-phenol and 3.10 g of para-toluenesulfonyl chloride were dispersed in 400 ml of toluene at 45° C. 45 ml of 50% aqueous solution of KOH and 1.5 ml of 40% aqueous solution of tetra-n-butylammonium hydroxide were added and the resulting mixture stirred vigorously at ambient temperature for 6 h. The resulting mixture was diluted with 100 ml of a saturated aqueous solution of sodium bromide, the phases separated and the aqueous layer ext... Starting materials: Cc1ccc(S(=O)(=O)OCC2CO2)cc1, [K+], [K+], O=C([O-])[O-], CN(C)C=O, CC(=O)c1cc(S(=O)(=O)C(F)(F)F)ccc1O. The product is CC(=O)c1cc(S(=O)(=O)C(F)(F)F)ccc1OCC1CO1. RXN SMILES: [CH2:18]([CH:19]1[CH2:20][O:21]1)[O:22][S:23]([c:24]1[cH:25][cH:26][c:27]([CH3:28])[cH:29][cH:30]1)(=[O:31])=[O:32].[K+:33].[K+:34].[O-:35][C:36]([O-:37])=[O:38].[O:39]=[CH:40][N:41]([CH3:42])[CH3:43].[OH:1][c:2]1[c:3]([C:15]([CH3:16])=[O:17])[cH:4][c:5]([S:8](=[O:9])(=[O:10])[C:11]([F:12])([F:13])[F:14])[cH:6][cH:7]1>>[O:1]([c:2]1[c:3]([C:15]([CH3:16])=[O:17])[cH:4][c:5]([S:8](=[O:9])(=[O:10])[C:11]([F:12])([F:13])[F:14])[cH:6][cH:7]1)[CH2:18][CH:19]1[CH2:20][O:21]1.